This data is from the Open Reaction Database (ORD), a public repository of structured organic reaction records. The task is: describe an organic reaction: reactants, conditions, products, and yield Starting materials: ClC(Cl)(Cl)Cl, ClCCl, CNc1cc(C)on1, Cl. Yields the product CNc1noc(C)c1Cl. RXN SMILES: [C:13]([Cl:14])([Cl:15])([Cl:16])[Cl:17].[CH2:10]([Cl:11])[Cl:12].[CH3:1][NH:2][c:3]1[n:4][o:5][c:6]([CH3:8])[cH:7]1.[Cl:9]>>[CH3:1][NH:2][c:3]1[n:4][o:5][c:6]([CH3:8])[c:7]1[Cl:11].